From a dataset of the Open Reaction Database (ORD), a public repository of structured organic reaction records. describe an organic reaction: reactants, conditions, products, and yield Starting materials: [H-].[Na+] (NaH), O=C1NC(C12CN(CCC2)C(=O)OC(C)(C)C)C2=CC=CC=C2 (rac-tert-butyl 1-oxo-3-phenyl-2,6-diazaspiro[3.5]nonane-6-carboxylate), IC (iodomethane). Solvent: CN(C)C=O (DMF). Conditions: time 5 hour. The product is CN1C(C2(C1C1=CC=CC=C1)CN(CCC2)C(=O)OC(C)(C)C)=O (rac-tert-Butyl 2-methyl-1-oxo-3-phenyl-2,6-diazaspiro[3.5]nonane-6-carboxylate). Reaction SMILES: [O:1]=[C:2]1[C:5]2([CH2:10][CH2:9][CH2:8][N:7]([C:11]([O:13][C:14]([CH3:17])([CH3:16])[CH3:15])=[O:12])[CH2:6]2)[CH:4]([C:18]2[CH:23]=[CH:22][CH:21]=[CH:20][CH:19]=2)[NH:3]1.[H-].[Na+].I[CH3:27]>CN(C=O)C>[CH3:27][N:3]1[CH:4]([C:18]2[CH:19]=[CH:20][CH:21]=[CH:22][CH:23]=2)[C:5]2([CH2:10][CH2:9][CH2:8][N:7]([C:11]([O:13][C:14]([CH3:17])([CH3:16])[CH3:15])=[O:12])[CH2:6]2)[C:2]1=[O:1] |f:1.2|. Procedure details: A stirred solution of rac-tert-butyl 1-oxo-3-phenyl-2,6-diazaspiro[3.5]nonane-6-carboxylate (1.18 g, 3.73 mmol) in DMF (20 ml) was cooled to 0° C. and treated with NaH (194 mg, 4.85 mmol) followed by iodomethane (303 ul, 4.85 mmol). The mixture was left to warm to room temperature. After 5 hours, the reaction was quenched with water and extracted with ethyl acetate. The organic layer was separated and washed with brine, dried (MgSO4) and concentrated in vacuo to yield a the title compound as a y... Reactants: OBO, Brc1cccnc1, COc1ccccc1CNC1CCC(N(C)C(=O)OC(C)(C)C)CC1. Yields the product COc1ccc(-c2cccnc2)cc1CNC1CCC(N(C)C(=O)OC(C)(C)C)CC1. RXN SMILES: [BH:1]([OH:2])[OH:3].[Br:29][c:30]1[cH:31][n:32][cH:33][cH:34][cH:35]1.[C:4](=[O:5])([O:6][C:7]([CH3:8])([CH3:9])[CH3:10])[N:11]([CH:12]1[CH2:13][CH2:14][CH:15]([NH:18][CH2:19][c:20]2[cH:21][cH:22][cH:23][cH:24][c:25]2[O:26][CH3:27])[CH2:16][CH2:17]1)[CH3:28]>>[C:4](=[O:5])([O:6][C:7]([CH3:8])([CH3:9])[CH3:10])[N:11]([CH:12]1[CH2:13][CH2:14][CH:15]([NH:18][CH2:19][c:20]2[cH:21][c:22](-[c:30]3[cH:31][n:32][cH:33][cH:34][cH:35]3)[cH:23][cH:24][c:25]2[O:26][CH3:27])[CH2:16][CH2:17]1)[CH3:28]. Starting materials: FC(S(=O)(=O)OS(=O)(=O)C(F)(F)F)(F)F (Trifluoromethanesulfonic anhydride), OCC1CC(C(O1)=O)(C1=CC=CC=C1)C1=CC=CC=C1 (5-(hydroxymethyl)-4,5-dihydro-3,3-diphenyl-2(3H)furanone), C(=O)([O-])[O-].[Na+].[Na+] (Na2CO3). Run in C(Cl)Cl (methylene chloride), C(Cl)Cl (methylene chloride). Run at temperature -40 celsius, time 2 hour. Product: FC(S(=O)(=O)OCC1CC(C(O1)=O)(C1=CC=CC=C1)C1=CC=CC=C1)(F)F (5-(TRIFLUOROMETHANESULFONYLOXYMETHYL)-4,5-DIHYDRO-3,3-DIPHENYL-2(3H)FURANONE). As a reaction SMILES: [F:1][C:2]([F:15])([F:14])[S:3]([O:6]S(C(F)(F)F)(=O)=O)(=[O:5])=[O:4].C([O-])([O-])=O.[Na+].[Na+].O[CH2:23][CH:24]1[O:28][C:27](=[O:29])[C:26]([C:36]2[CH:41]=[CH:40][CH:39]=[CH:38][CH:37]=2)([C:30]2[CH:35]=[CH:34][CH:33]=[CH:32][CH:31]=2)[CH2:25]1>C(Cl)Cl>[F:1][C:2]([F:15])([F:14])[S:3]([O:6][CH2:23][CH:24]1[O:28][C:27](=[O:29])[C:26]([C:36]2[CH:41]=[CH:40][CH:39]=[CH:38][CH:37]=2)([C:30]2[CH:35]=[CH:34][CH:33]=[CH:32][CH:31]=2)[CH2:25]1)(=[O:5])=[O:4] |f:1.2.3|. Procedure details: Trifluoromethanesulfonic anhydride, 5.5 mL (32.5 mmol.), was added to 14 mL dry methylene chloride under argon at room temperature. The solution was cooled to -40° C. and 2.3 g (22 mmol.) of finely powdered, oven dried Na2CO3 was added. To the stirred mixture 6.7 g (25 mmol.) of 5-(hydroxymethyl)-4,5-dihydro-3,3-diphenyl-2(3H)furanone in 15 mL of methylene chloride was added dropwise, stirring 2 hours at -40° C. before warming to 0° C. for 0.5 hours. The reaction was quenched at 0° C. by adding ... Starting materials: [N+](=O)([O-])C1=CC(=C2CNC(C2=C1)=O)C1=CC=C(C=C1)NC(OC(C)(C)C)=O (tert-butyl 4-(6-nitro-1-oxo-2,3-dihydro-1H-isoindol-4-yl)phenylcarbamate). Run in C(=O)(C(F)(F)F)O (TFA), C(Cl)Cl (CH2Cl2). Product: NC1=CC=C(C=C1)C1=C2CNC(C2=CC(=C1)[N+](=O)[O-])=O (4-(4-aminophenyl)-6-nitro-1-isoindolinone). Yield: 42.2%. RXN SMILES: [N+:1]([C:4]1[CH:12]=[C:11]2[C:7]([CH2:8][NH:9][C:10]2=[O:13])=[C:6]([C:14]2[CH:19]=[CH:18][C:17]([NH:20]C(=O)OC(C)(C)C)=[CH:16][CH:15]=2)[CH:5]=1)([O-:3])=[O:2]>C(O)(C(F)(F)F)=O.C(Cl)Cl>[NH2:20][C:17]1[CH:16]=[CH:15][C:14]([C:6]2[CH:5]=[C:4]([N+:1]([O-:3])=[O:2])[CH:12]=[C:11]3[C:7]=2[CH2:8][NH:9][C:10]3=[O:13])=[CH:19][CH:18]=1. Reported procedure: A solution of tert-butyl 4-(6-nitro-1-oxo-2,3-dihydro-1H-isoindol-4-yl)phenylcarbamate (0.276 g, prepared by substituting Example 128B for Example 1A in Examples 1B and 1C) in TFA (3 mL) and CH2Cl2 (3 mL) was stirred at room temperature for 1 hour, then concentrated to give 0.085 g of the desired product. 1H NMR (300 MHz, DMSO-d6) δ 4.66 (s, 2H), 5.50 (s, 2H), 6.70 (d, J=8.5 Hz, 1H), 7.40 (d, J=8.8 Hz, 2H), 8.20 (d, J=2.0 Hz, 1H), 8.30 (d, J=2.0 Hz, 1H), 9.03 (s, 1H). Reactants: [OH-].[Na+] (NaOH), C(C1=CC=CC=C1)OC(=O)NC1=CC(=C(C2=CC=CC=C12)CC(=O)OCC)[N+](=O)[O-] (ethyl [4-(N-benzyloxycarbonylamino)-2-nitronaphthalen-1-yl]acetate). Solvent: O (H2O), CCO (EtOH). Run at time 8 hour. Product: C(C1=CC=CC=C1)OC(=O)NC1=CC(=C(C2=CC=CC=C12)CC(=O)O)[N+](=O)[O-] ([4-(N-benzyloxycarbonylamino)-2-nitronaphthalen-1-yl]acetic acid). The yield is 88.5%. Reaction SMILES: [OH-].[Na+].[CH2:3]([O:10][C:11]([NH:13][C:14]1[C:23]2[C:18](=[CH:19][CH:20]=[CH:21][CH:22]=2)[C:17]([CH2:24][C:25]([O:27]CC)=[O:26])=[C:16]([N+:30]([O-:32])=[O:31])[CH:15]=1)=[O:12])[C:4]1[CH:9]=[CH:8][CH:7]=[CH:6][CH:5]=1>O.CCO>[CH2:3]([O:10][C:11]([NH:13][C:14]1[C:23]2[C:18](=[CH:19][CH:20]=[CH:21][CH:22]=2)[C:17]([CH2:24][C:25]([OH:27])=[O:26])=[C:16]([N+:30]([O-:32])=[O:31])[CH:15]=1)=[O:12])[C:4]1[CH:9]=[CH:8][CH:7]=[CH:6][CH:5]=1 |f:0.1|. Procedure details: A solution of NaOH (0.17 g, 4.31 mmol) in H2O (20 mL) was added to a suspension of ethyl [4-(N-benzyloxycarbonylamino)-2-nitronaphthalen-1-yl]acetate (0.8 g, 1.96 mmol) in EtOH (20 mL), and the mixture was heated to reflux for 2hr. EtOH was evaporated and washed with Et2O (10 mL). The aqueous layer was acidified (pH 1) with 6 M HCl. The resulting precipitate was filtered and left out overnight to provide [4-(N-benzyloxycarbonylamino)-2-nitronaphthalen-1-yl]acetic acid (0.66 g, 89%) as an orange ... Reactants: C(CCC)[Li] (n-Butyl lithium), C(CC)C1SCCCS1 (2-n-propyl-1,3-dithiane), CC(C)(OC(=O)N[C@@H](CC1=CC=CC=C1)C(=O)N[C@@H](CC(C)C)C(=O)NC(C(C(CCC)=O)=O)CC1CCCCC1)C ((S)-[(1,1-Dimethylethoxy)carbonyl]-L-phenylalanyl-N-[1-(cyclohexylmethyl)-2,3-dioxohexyl]-L-leucinamide). Solvent: O1CCCC1 (tetrahydrofuran), O1CCCC1 (tetrahydrofuran). Reaction conditions: time 2 hour. The product is C1(CCCCC1)C[C@@H](C(C1(SCCCS1)CCC)O)NC(OC(C)(C)C)=O ([(1S)-1-(Cyclohexylmethyl)-2-hydroxy-2-(2-propyl-1,3-dithian-2-yl)ethyl]carbamic acid, 1,1-dimethylethyl ester). As a reaction SMILES: C([Li])CCC.[CH2:6]([CH:9]1[S:14][CH2:13][CH2:12][CH2:11][S:10]1)[CH2:7][CH3:8].[CH3:15][C:16]([CH3:56])([O:18][C:19]([NH:21][C@H:22]([C:30](N[C@H](C(NC(CC1CCCCC1)C(=O)C(=O)CCC)=O)CC(C)C)=[O:31])[CH2:23][C:24]1[CH:29]=[CH:28][CH:27]=[CH:26][CH:25]=1)=[O:20])[CH3:17]>O1CCCC1>[CH:24]1([CH2:23][C@H:22]([NH:21][C:19](=[O:20])[O:18][C:16]([CH3:15])([CH3:17])[CH3:56])[CH:30]([OH:31])[C:9]2([CH2:6][CH2:7][CH3:8])[S:14][CH2:13][CH2:12][CH2:11][S:10]2)[CH2:25][CH2:26][CH2:27][CH2:28][CH2:29]1. Procedure: n-Butyl lithium (2.5M, 11.76 ml, 29.4 mmol) was added dropwise at -25° to a 40 ml tetrahydrofuran solution of 2-n-propyl-1,3-dithiane from part A (4.536 g, 28.0 mmol). After stirring for 2 hours at -20° to -25°, the solution was cooled to -78° and (S)-<α-[[(1,1-dimethylethoxy)carbonyl]amino]cyclohexanepropanal (3.57 g, 14.0 mmol) was added as a 20 ml tetrahydrofuran solution. A chromatography check after 1 hour revealed the formation of a complex reaction mixture. It was warmed gradually from -7... Starting materials: O=[N+]([O-])c1ccc(Oc2ccnc3cc(Br)sc23)c(F)c1, CN1CCN(CCN(C)Cc2ccc(B3OC(C)(C)C(C)(C)O3)cc2)CC1, COCCOC, [Na+], O=C([O-])O, O, c1ccc(P(c2ccccc2)(c2ccccc2)[Pd](P(c2ccccc2)(c2ccccc2)c2ccccc2)(P(c2ccccc2)(c2ccccc2)c2ccccc2)P(c2ccccc2)(c2ccccc2)c2ccccc2)cc1. Yields the product CN1CCN(CCN(C)Cc2ccc(-c3cc4nccc(Oc5ccc([N+](=O)[O-])cc5F)c4s3)cc2)CC1. Reaction SMILES: [Br:1][c:2]1[cH:3][c:4]2[n:5][cH:6][cH:7][c:8]([O:11][c:12]3[c:13]([F:21])[cH:14][c:15]([N+:18](=[O:19])[O-:20])[cH:16][cH:17]3)[c:9]2[s:10]1.[CH3:22][N:23]([CH2:24][CH2:25][N:26]1[CH2:27][CH2:28][N:29]([CH3:32])[CH2:30][CH2:31]1)[CH2:33][c:34]1[cH:35][cH:36][c:37]([B:40]2[O:41][C:42]([CH3:43])([CH3:44])[C:45]([CH3:46])([CH3:47])[O:48]2)[cH:38][cH:39]1.[CH3:54][O:55][CH2:56][CH2:57][O:58][CH3:59].[Na+:53].[O-:49][C:50]([OH:51])=[O:52].[OH2:60].[cH:61]1[cH:62][cH:63][c:64]([P:65]([Pd:66]([P:67]([c:68]2[cH:69][cH:70][cH:71][cH:72][cH:73]2)([c:74]2[cH:75][cH:76][cH:77][cH:78][cH:79]2)[c:80]2[cH:81][cH:82][cH:83][cH:84][cH:85]2)([P:86]([c:87]2[cH:88][cH:89][cH:90][cH:91][cH:92]2)([c:93]2[cH:94][cH:95][cH:96][cH:97][cH:98]2)[c:99]2[cH:100][cH:101][cH:102][cH:103][cH:104]2)[P:105]([c:106]2[cH:107][cH:108][cH:109][cH:110][cH:111]2)([c:112]2[cH:113][cH:114][cH:115][cH:116][cH:117]2)[c:118]2[cH:119][cH:120][cH:121][cH:122][cH:123]2)([c:124]2[cH:125][cH:126][cH:127][cH:128][cH:129]2)[c:130]2[cH:131][cH:132][cH:133][cH:134][cH:135]2)[cH:136][cH:137]1>>[c:2]1(-[c:37]2[cH:36][cH:35][c:34]([CH2:33][N:23]([CH3:22])[CH2:24][CH2:25][N:26]3[CH2:27][CH2:28][N:29]([CH3:32])[CH2:30][CH2:31]3)[cH:39][cH:38]2)[cH:3][c:4]2[n:5][cH:6][cH:7][c:8]([O:11][c:12]3[c:13]([F:21])[cH:14][c:15]([N+:18](=[O:19])[O-:20])[cH:16][cH:17]3)[c:9]2[s:10]1. The reactants are ClC1=CC(=C(C=C1O)N1C(=NC(=CC1=O)C(C(F)(F)F)(F)F)OCC)F (1-(4-chloro-2-fluoro-5-hydroxyphenyl)-2-ethoxy-4-pentafluoroethyl-6(1H)-pyrimidinone), S(=O)(=O)(OC)OC (dimethyl sulphate), C([O-])([O-])=O.[Na+].[Na+] (sodium carbonate). Solvent: CC(=O)C (acetone). The product is C(C)OC=1N(C(C=C(N1)C(C(F)(F)F)(F)F)=O)C1=C(C=C(C(=C1)OC)Cl)F (2-ethoxy-1-(4-chloro-2-fluoro-5 -methoxyphenyl)-4-pentafluoroethyl-6(1H)-pyrimidinone). As a reaction SMILES: [Cl:1][C:2]1[C:7]([OH:8])=[CH:6][C:5]([N:9]2[C:14](=[O:15])[CH:13]=[C:12]([C:16]([F:22])([F:21])[C:17]([F:20])([F:19])[F:18])[N:11]=[C:10]2[O:23][CH2:24][CH3:25])=[C:4]([F:26])[CH:3]=1.S(OC)(O[CH3:31])(=O)=O.C(=O)([O-])[O-].[Na+].[Na+]>CC(C)=O>[CH2:24]([O:23][C:10]1[N:9]([C:5]2[CH:6]=[C:7]([O:8][CH3:31])[C:2]([Cl:1])=[CH:3][C:4]=2[F:26])[C:14](=[O:15])[CH:13]=[C:12]([C:16]([F:21])([F:22])[C:17]([F:20])([F:18])[F:19])[N:11]=1)[CH3:25] |f:2.3.4|. Reported procedure: using 1-(4-chloro-2-fluoro-5-hydroxyphenyl)-2-ethoxy-4-pentafluoroethyl-6(1H)-pyrimidinone and dimethyl sulphate with sodium carbonate in acetone there is obtained 2-ethoxy-1-(4-chloro-2-fluoro-5 -methoxyphenyl)-4-pentafluoroethyl-6(1H)-pyrimidinone, 1H-NMR (CDCl3, 400 MHz): 7.33 ppm (d,1H), 6.79 ppm (d,1H), 6.65 ppm (s,1H), 4.48 ppm (m,2H), 3.89 ppm (s,3H), 1.29 ppm (t,3H); Starting materials: C([O-])([O-])=O.[K+].[K+] (potassium carbonate), OC1=CC(=C(C=O)C=C1)OC (4-Hydroxy-2-methoxybenzaldehyde), Cl.C(C1=CC=CC=C1)N1C[C@@H](CC1)NC(CBr)=O ((3R)-N-(1-Benzylpyrrolidin-3-yl)-2-bromoacetamide hydrochloride). Solvent: CN(C)C=O (DMF), CN(C)C=O (DMF). Reaction conditions: time 16 hour. The product is C(C1=CC=CC=C1)N1C[C@@H](CC1)NC(COC1=CC(=C(C=C1)C=O)OC)=O ((R)-N-(1-benzylpyrrolidin-3-yl)-2-(4-formyl-3-methoxyphenoxy)acetamide). The yield is 63.6%. As a reaction SMILES: [OH:1][C:2]1[CH:9]=[CH:8][C:5]([CH:6]=[O:7])=[C:4]([O:10][CH3:11])[CH:3]=1.C(=O)([O-])[O-].[K+].[K+].Cl.[CH2:19]([N:26]1[CH2:30][CH2:29][C@@H:28]([NH:31][C:32](=[O:35])[CH2:33]Br)[CH2:27]1)[C:20]1[CH:25]=[CH:24][CH:23]=[CH:22][CH:21]=1>CN(C=O)C>[CH2:19]([N:26]1[CH2:30][CH2:29][C@@H:28]([NH:31][C:32](=[O:35])[CH2:33][O:1][C:2]2[CH:9]=[CH:8][C:5]([CH:6]=[O:7])=[C:4]([O:10][CH3:11])[CH:3]=2)[CH2:27]1)[C:20]1[CH:21]=[CH:22][CH:23]=[CH:24][CH:25]=1 |f:1.2.3,4.5|. Reported procedure: (R)-(−)-1-Benzyl-3-aminopyrrolidine (5 g, 28 mmol) was dissolved in dichloromethane (10 ml). To this solution, a solution of bromoacetyl chloride (4.55 g, 28 mmol) in dichloromethane (5 ml) was added at room temperature. The mixture was stirred at room temperature for 16 hours. The mixture was filtered, washed with dichloromethane and dried in vacuo to afford 6.8 g (72%) of (3R)-N-(1-benzylpyrrolidin-3-yl)-2-bromoacetamide hydrochloride as a solid which was used directly in the next step. 4-Hydr... The reactants are C(C)(C)(C)OC(=O)COCCN(C(=O)C1=C(N(N(C1=O)C1=CC=C(C=C1)C#N)C)C1=CC=C(C=C1)C(C)(C)C)C (4-(N-t-butyloxycarbonylmethyloxyethyl-N-methyl-aminocarbonyl)-3-(4-t-butylphenyl)-1-(4-cyanophenyl)-2-methyl- 2H-pyrazol-5-one). Reagents/catalysts: S(O)(O)(=O)=O (sulfuric acid). The solvent is C(C)O (ethanol). Product: C(C)(C)(C)C1=CC=C(C=C1)C=1N(N(C(C1C(=O)N(C)CCOCC(=O)OCC)=O)C1=CC=C(C=C1)C#N)C (3-(4-t-butylphenyl)-1-(4-cyanophenyl)-4-(N-ethoxycarbonylmethyloxyethyl-N-methyl-aminocarbonyl)-2-methyl-2H-pyrazol-5-one). The yield is 51.5%. As a reaction SMILES: [C:1]([O:5][C:6]([CH2:8][O:9][CH2:10][CH2:11][N:12]([CH3:40])[C:13]([C:15]1[C:19](=[O:20])[N:18]([C:21]2[CH:26]=[CH:25][C:24]([C:27]#[N:28])=[CH:23][CH:22]=2)[N:17]([CH3:29])[C:16]=1[C:30]1[CH:35]=[CH:34][C:33]([C:36]([CH3:39])([CH3:38])[CH3:37])=[CH:32][CH:31]=1)=[O:14])=[O:7])(C)(C)[CH3:2]>S(=O)(=O)(O)O.C(O)C>[C:36]([C:33]1[CH:32]=[CH:31][C:30]([C:16]2[N:17]([CH3:29])[N:18]([C:21]3[CH:26]=[CH:25][C:24]([C:27]#[N:28])=[CH:23][CH:22]=3)[C:19](=[O:20])[C:15]=2[C:13]([N:12]([CH2:11][CH2:10][O:9][CH2:8][C:6]([O:5][CH2:1][CH3:2])=[O:7])[CH3:40])=[O:14])=[CH:35][CH:34]=1)([CH3:37])([CH3:38])[CH3:39]. Reported procedure: To a mixture of 900 mg of 4-(N-t-butyloxycarbonylmethyloxyethyl-N-methyl-aminocarbonyl)-3-(4-t-butylphenyl)-1-(4-cyanophenyl)-2-methyl- 2H-pyrazol-5-one and 10 ml of ethanol, 4 drops of concentrated sulfuric acid was added, and the resulting reaction solution was refluxed under heating for 2.5 hours. After the ethanol was removed by evaporation under reduced pressure, water was added, and the reaction solution was extracted with chloroform. The extract was washed with saturated aqueous sodium ch...